This data is from the Open Reaction Database (ORD), a public repository of structured organic reaction records. The task is: describe an organic reaction: reactants, conditions, products, and yield The reactants are BrBr, CC(=O)O, CC(=O)[O-], Oc1cccnc1F, [Na+], [Na+], [OH-]. Yields the product Oc1ccc(Br)nc1F. RXN SMILES: [Br:14][Br:15].[C:18]([OH:19])(=[O:20])[CH3:21].[C:9]([O-:10])(=[O:11])[CH3:12].[F:1][c:2]1[n:3][cH:4][cH:5][cH:6][c:7]1[OH:8].[Na+:13].[Na+:17].[OH-:16]>>[F:1][c:2]1[n:3][c:4]([Br:14])[cH:5][cH:6][c:7]1[OH:8]. The reactants are ClC=1C=C(C=CC1Cl)C(CC(C(F)(F)F)=O)=O (1-(3,4-dichloro-phenyl)-4,4,4-trifluoro-butane-1,3-dione), 3,4-dichloro-acetophenone, NC1=NNC=C1C=1C=NC=CC1 (3-amino-4-(3-pyridinyl)-pyrazole). Product: ClC=1C=C(C=CC1Cl)C1=NC=2N(C(=C1)C(F)(F)F)N=CC2C=2C=NC=CC2 (5-(3,4-Dichloro-phenyl)-3-pyridin-3-yl-7-trifluoromethyl-pyrazolo[1,5-a]pyrimidine). Isolated yield 67.0%. Reaction SMILES: [Cl:1][C:2]1[CH:3]=[C:4]([C:9](=O)[CH2:10][C:11](=O)[C:12]([F:15])([F:14])[F:13])[CH:5]=[CH:6][C:7]=1[Cl:8].[NH2:18][C:19]1[C:23]([C:24]2[CH:25]=[N:26][CH:27]=[CH:28][CH:29]=2)=[CH:22][NH:21][N:20]=1>>[Cl:1][C:2]1[CH:3]=[C:4]([C:9]2[CH:10]=[C:11]([C:12]([F:15])([F:14])[F:13])[N:20]3[N:21]=[CH:22][C:23]([C:24]4[CH:25]=[N:26][CH:27]=[CH:28][CH:29]=4)=[C:19]3[N:18]=2)[CH:5]=[CH:6][C:7]=1[Cl:8]. Reported procedure: Reaction of 1-(3,4-dichloro-phenyl)-4,4,4-trifluoro-butane-1,3-dione (285 mg, 1.0 mmol), prepared from commercially available 3,4-dichloro-acetophenone according to general procedure A, and 3-amino-4-(3-pyridinyl)-pyrazole [CAS No. 40545-68-2; prepared from 3-cyanomethyl-pyridine as described in Bioorg. Med. Chem. Lett. 12 (2002) 3537-3541] (160 mg, 1.0 mmol) according to general procedure B yielded the title compound as a light yellow solid (274 mg, 67%). MS (ISP) 409.1 [(M+H)+]; mp 224° C. Starting materials: C1(=CC=CC=C1)CCC1=NC=2C=CC=C3C(CCN1C23)=O (4,5-dihydro-2-(2-phenylethyl)-6H-imidazo[4,5,1-ij]-quinolin-6-one), [BH4-].[Na+] (sodium borohydride). The solvent is CO (methanol). Reaction conditions: time 1 hour. The product is C1(=CC=CC=C1)CCC1=NC=2C=CC=C3C(CCN1C23)O (5,6-dihydro-2-(2-phenylethyl)-4H-imidazo[4,5,1-ij]quinolin-6-ol). The yield is 94.3%. RXN SMILES: [C:1]1([CH2:7][CH2:8][C:9]2[N:19]3[C:20]4[C:15]([C:16](=[O:21])[CH2:17][CH2:18]3)=[CH:14][CH:13]=[CH:12][C:11]=4[N:10]=2)[CH:6]=[CH:5][CH:4]=[CH:3][CH:2]=1.[BH4-].[Na+]>CO>[C:1]1([CH2:7][CH2:8][C:9]2[N:19]3[C:20]4[C:15]([CH:16]([OH:21])[CH2:17][CH2:18]3)=[CH:14][CH:13]=[CH:12][C:11]=4[N:10]=2)[CH:6]=[CH:5][CH:4]=[CH:3][CH:2]=1 |f:1.2|. Procedure: Fourteen grams of 4,5-dihydro-2-(2-phenylethyl)-6H-imidazo[4,5,1-ij]quinolin-6-one obtained in Example 1 was dissolved in dry methanol (140 mL); following the addition of sodium borohydride (0.76 g) under ice cooling and subsequent stirring at room temperature for 1 hr, the solvent was removed under reduced pressure and water was added to the residue, followed by extraction with dichloromethane. The organic layers were combined, washed with water and saturated brine successively, and dried over ... Reactants: C(C)OC(CCCOC1=C(C(=CC=C1)CCCCCCOC1=CC(=CC(=C1)S(=O)(=O)C)I)CCC(=O)OCC)=O (4-{2-(2-ethoxycarbonyl-ethyl)-3-[6-(3-iodo-5-methanesulfonyl-phenoxy)-hexyl]-phenoxy}-butyric acid ethyl ester), C(CCC)[Sn](C=1SC=CN1)(CCCC)CCCC (2-(tributylstannyl)thiazole), [OH-].[Na+] (sodium hydroxide). The reagents and catalysts are C=1C=CC(=CC1)[P](C=2C=CC=CC2)(C=3C=CC=CC3)[Pd]([P](C=4C=CC=CC4)(C=5C=CC=CC5)C=6C=CC=CC6)([P](C=7C=CC=CC7)(C=8C=CC=CC8)C=9C=CC=CC9)[P](C=1C=CC=CC1)(C=1C=CC=CC1)C=1C=CC=CC1 (Pd(PPh3)4). Run in CCOC(=O)C (EtOAc), CCOC(=O)C (EtOAc), C1(=CC=CC=C1)C (toluene), C(C)O (ethanol). Run at temperature 110 celsius, time 12 hour. Product: C(=O)(O)CCC1=C(OCCCC(=O)O)C=CC=C1CCCCCCOC1=CC(=CC(=C1)C=1SC=CN1)S(=O)(=O)C (4-{2-(2-Carboxy-ethyl)-3-[6-(3-methanesulfonyl-5-thiazol-2-yl-phenoxy)-hexyl]-phenoxy}-butyric Acid). Reaction SMILES: C([O:3][C:4](=[O:40])[CH2:5][CH2:6][CH2:7][O:8][C:9]1[CH:14]=[CH:13][CH:12]=[C:11]([CH2:15][CH2:16][CH2:17][CH2:18][CH2:19][CH2:20][O:21][C:22]2[CH:27]=[C:26]([S:28]([CH3:31])(=[O:30])=[O:29])[CH:25]=[C:24](I)[CH:23]=2)[C:10]=1[CH2:33][CH2:34][C:35]([O:37]CC)=[O:36])C.C([Sn](CCCC)(CCCC)[C:46]1[S:47][CH:48]=[CH:49][N:50]=1)CCC.[OH-].[Na+]>C1(C)C=CC=CC=1.CCOC(C)=O.C(O)C.C1C=CC([P]([Pd]([P](C2C=CC=CC=2)(C2C=CC=CC=2)C2C=CC=CC=2)([P](C2C=CC=CC=2)(C2C=CC=CC=2)C2C=CC=CC=2)[P](C2C=CC=CC=2)(C2C=CC=CC=2)C2C=CC=CC=2)(C2C=CC=CC=2)C2C=CC=CC=2)=CC=1>[C:35]([CH2:34][CH2:33][C:10]1[C:11]([CH2:15][CH2:16][CH2:17][CH2:18][CH2:19][CH2:20][O:21][C:22]2[CH:23]=[C:24]([C:46]3[S:47][CH:48]=[CH:49][N:50]=3)[CH:25]=[C:26]([S:28]([CH3:31])(=[O:30])=[O:29])[CH:27]=2)=[CH:12][CH:13]=[CH:14][C:9]=1[O:8][CH2:7][CH2:6][CH2:5][C:4]([OH:3])=[O:40])([OH:37])=[O:36] |f:2.3,^1:80,82,101,120|. Reported procedure: To a solution containing 4-{2-(2-ethoxycarbonyl-ethyl)-3-[6-(3-iodo-5-methanesulfonyl-phenoxy)-hexyl]-phenoxy}-butyric acid ethyl ester (90 mg, 0.14 mmol) and 2-(tributylstannyl)thiazole (0.088 mL, 0.28 mmol) in toluene (4 mL) was added Pd(PPh3)4 (8 mg, 5 mol %). The reaction mixture was stirred at 110° C. for 12 h, then diluted with EtOAc. The resulting solution was washed with brine. The organic layer was dried over anhydrous sodium sulfate and concentrated under reduced pressure to afford a c... Reactants: CCCCP(CCCC)CCCC, Cc1cc(OCC2(C)COC2)cc(C)c1-c1cccc(CO)c1, Cc1ccccc1, CCCCCC, O=C(N=NC(=O)N1CCCCC1)N1CCCCC1, COC(=O)C1CC1c1ccc(O)cc1. Yields the product COC(=O)C1CC1c1ccc(OCc2cccc(-c3c(C)cc(OCC4(C)COC4)cc3C)c2)cc1. As a reaction SMILES: [CH2:38]([P:39]([CH2:40][CH2:41][CH2:42][CH3:43])[CH2:44][CH2:45][CH2:46][CH3:47])[CH2:48][CH2:49][CH3:50].[CH3:15][c:16]1[c:17](-[c:30]2[cH:31][c:32]([CH2:36][OH:37])[cH:33][cH:34][cH:35]2)[c:18]([CH3:29])[cH:19][c:20]([O:22][CH2:23][C:24]2([CH3:28])[CH2:25][O:26][CH2:27]2)[cH:21]1.[CH3:69][c:70]1[cH:71][cH:72][cH:73][cH:74][cH:75]1.[CH3:76][CH2:77][CH2:78][CH2:79][CH2:80][CH3:81].[N:51]([C:52]([N:53]1[CH2:54][CH2:55][CH2:56][CH2:57][CH2:58]1)=[O:59])=[N:60][C:61]([N:62]1[CH2:63][CH2:64][CH2:65][CH2:66][CH2:67]1)=[O:68].[OH:1][c:2]1[cH:3][cH:4][c:5]([CH:8]2[CH:9]([C:11](=[O:12])[O:13][CH3:14])[CH2:10]2)[cH:6][cH:7]1>>[O:1]([c:2]1[cH:3][cH:4][c:5]([CH:8]2[CH:9]([C:11](=[O:12])[O:13][CH3:14])[CH2:10]2)[cH:6][cH:7]1)[CH2:36][c:32]1[cH:31][c:30](-[c:17]2[c:16]([CH3:15])[cH:21][c:20]([O:22][CH2:23][C:24]3([CH3:28])[CH2:25][O:26][CH2:27]3)[cH:19][c:18]2[CH3:29])[cH:35][cH:34][cH:33]1. Starting materials: FC1=CC=C(C(=O)Cl)C=C1 (4-fluorobenzoyl chloride), C(O)([O-])=O.[Na+] (sodium hydrogen carbonate), NC1=C(C(=O)OC(C)(C)C)C=CC(=C1)C1=C(C=C(C=C1)F)F (tert-butyl 2-amino-4-(2,4-difluorophenyl)benzoate), FC1=CC=C(C(=O)Cl)C=C1 (4-fluorobenzoyl chloride). The solvent is C(C)N(CC)CC (triethylamine), C(Cl)Cl (methylene chloride), C(C)N(CC)CC (triethylamine). Conditions: time 1 hour. Product: FC1=C(C=CC(=C1)F)C1=CC(=C(C(=O)OC(C)(C)C)C=C1)NC(C1=CC=C(C=C1)F)=O (tert-butyl 4-(2,4-difluorophenyl)-2-(4-fluorobenzamido)benzoate). RXN SMILES: [F:1][C:2]1[CH:10]=[CH:9][C:5]([C:6](Cl)=[O:7])=[CH:4][CH:3]=1.[NH2:11][C:12]1[CH:24]=[C:23]([C:25]2[CH:30]=[CH:29][C:28]([F:31])=[CH:27][C:26]=2[F:32])[CH:22]=[CH:21][C:13]=1[C:14]([O:16][C:17]([CH3:20])([CH3:19])[CH3:18])=[O:15].C(=O)([O-])O.[Na+]>C(N(CC)CC)C.C(Cl)Cl>[F:32][C:26]1[CH:27]=[C:28]([F:31])[CH:29]=[CH:30][C:25]=1[C:23]1[CH:22]=[CH:21][C:13]([C:14]([O:16][C:17]([CH3:19])([CH3:20])[CH3:18])=[O:15])=[C:12]([NH:11][C:6](=[O:7])[C:5]2[CH:9]=[CH:10][C:2]([F:1])=[CH:3][CH:4]=2)[CH:24]=1 |f:2.3|. Procedure: 0.055 mL of triethylamine and 0.036 mL of 4-fluorobenzoyl chloride were added to 3.5 mL of methylene chloride solution containing 60 mg of tert-butyl 2-amino-4-(2,4-difluorophenyl)benzoate at room temperature sequentially and stirred at the same temperature for 1 hour. 0.014 mL of triethylamine and 0.012 mL of 4-fluorobenzoyl chloride were added to the reaction mixture at room temperature sequentially and stirred at the same temperature for 1 hour. A saturated sodium hydrogen carbonate aqueous s... Reactants: [H-].[Na+] (Sodium hydride), OC1=NC=CC=C1 (2-hydroxypyridine), ClC1=C(C=C(C=C1)[C@H]1[C@@H](CN(CCO1)C(=O)OC(C)(C)C)COS(=O)(=O)C)F (tert-butyl (6S,7R)-7-(4-chloro-3-fluorophenyl)-6-{[(methylsulfonyl)oxy]methyl}-1,4-oxazepane-4-carboxylate), [Br-].[Li+] (lithium bromide). Solvent: O (water), COCCOC (1,2-dimethoxyethane), CN(C)C=O (DMF), COCCOC (1,2-dimethoxyethane). Reaction conditions: time 5 minute. Yields the product ClC1=C(C=C(C=C1)[C@H]1[C@@H](CN(CCO1)C(=O)OC(C)(C)C)CN1C(C=CC=C1)=O)F (tert-butyl (6R,7R)-7-(4-chloro-3-fluorophenyl)-6-[(2-oxopyridin-1(2H)-yl)methyl]-1,4-oxazepane-4-carboxylate). The yield is 80.4%. Reaction SMILES: [H-].[Na+].[OH:3][C:4]1[CH:9]=[CH:8][CH:7]=[CH:6][N:5]=1.[Br-].[Li+].[Cl:12][C:13]1[CH:18]=[CH:17][C:16]([C@@H:19]2[O:25][CH2:24][CH2:23][N:22]([C:26]([O:28][C:29]([CH3:32])([CH3:31])[CH3:30])=[O:27])[CH2:21][C@H:20]2[CH2:33]OS(C)(=O)=O)=[CH:15][C:14]=1[F:39]>COCCOC.CN(C=O)C.O>[Cl:12][C:13]1[CH:18]=[CH:17][C:16]([C@@H:19]2[O:25][CH2:24][CH2:23][N:22]([C:26]([O:28][C:29]([CH3:31])([CH3:30])[CH3:32])=[O:27])[CH2:21][C@H:20]2[CH2:33][N:5]2[CH:6]=[CH:7][CH:8]=[CH:9][C:4]2=[O:3])=[CH:15][C:14]=1[F:39] |f:0.1,3.4|. Procedure: 60% Sodium hydride (45.3 mg, 1.13 mmol) was added to a mixed solution of 2-hydroxypyridine (86 mg, 0.91 mmol) in 1,2-dimethoxyethane (2 ml) and DMF (1 mL) at room temperature. After stirring at room temperature for 5 min, lithium bromide (131 mg, 1.51 mmol) was added at room temperature. After stirring for 10 min, to the reaction mixture was added a solution of tert-butyl (6S,7R)-7-(4-chloro-3-fluorophenyl)-6-{[(methylsulfonyl)oxy]methyl}-1,4-oxazepane-4-carboxylate (331 mg, 0.76 mmol) in 1,2-di... The reactants are ClC=1C=NC=C(C1SC1=C(C=C(S1)C(=O)Cl)[N+](=O)[O-])Cl (5-[(3,5-dichloro-4-pyridyl)sulfanyl]-4-nitro-thiophene-2-carbonyl chloride), NCCN1CCCCC1 (N-(2-aminoethyl)piperidine). The product is ClC=1C=NC=C(C1SC1=C(C=C(S1)C(=O)NCCN1CCCCC1)[N+](=O)[O-])Cl (5-((3,5-dichloropyridin-4-yl)thio)-4-nitro-N-(2-(piperidin-1-yl)ethyl)thiophene-2-carboxamide), solid. Yield: 11.0%. As a reaction SMILES: [Cl:1][C:2]1[CH:3]=[N:4][CH:5]=[C:6]([Cl:20])[C:7]=1[S:8][C:9]1[S:13][C:12]([C:14](Cl)=[O:15])=[CH:11][C:10]=1[N+:17]([O-:19])=[O:18].[NH2:21][CH2:22][CH2:23][N:24]1[CH2:29][CH2:28][CH2:27][CH2:26][CH2:25]1>>[Cl:1][C:2]1[CH:3]=[N:4][CH:5]=[C:6]([Cl:20])[C:7]=1[S:8][C:9]1[S:13][C:12]([C:14]([NH:21][CH2:22][CH2:23][N:24]2[CH2:29][CH2:28][CH2:27][CH2:26][CH2:25]2)=[O:15])=[CH:11][C:10]=1[N+:17]([O-:19])=[O:18]. Reported procedure: Prepared according to the procedure described for example 50 from 5-[(3,5-dichloro-4-pyridyl)sulfanyl]-4-nitro-thiophene-2-carbonyl chloride (120 mg, 0.33 mmol) and N-(2-aminoethyl)piperidine (63 mg, 0.39 mmol). The title compound was obtained as a solid (20 mg, 11% yield). 1H NMR (400 MHz, d6-DMSO) δ: 8.99 (2H, s), 8.83 (1H, m), 8.42 (1H, s), 3.32 (2H, m), 2.42 (3H, m), 2.35 (1H, m), 1.48 (4H, m), 1.37 (2H, m). MS m/z: 459.16, 461.15 [M+H]+.